The task is: describe an organic reaction: reactants, conditions, products, and yield. This data is from the Open Reaction Database (ORD), a public repository of structured organic reaction records. Starting materials: [N+](=O)(O)[O-] (nitric acid), ClC=1C(=C(C(=O)O)C=CC1F)F (3-chloro-2,4-difluorobenzoic acid), BrBr (bromine). Reagents/catalysts: [N+](=O)([O-])[O-].[Ag+] (silver nitrate). The solvent is C(C)(=O)O (acetic acid), O (water), O (water). Reaction conditions: time 14 hour. Yields the product BrC=1C(=C(C(=C(C(=O)O)C1)F)Cl)F (5-Bromo-3-chloro-2,4-difluorobenzoic Acid). RXN SMILES: [N+]([O-])(O)=O.[Cl:5][C:6]1[C:7]([F:16])=[C:8]([CH:12]=[CH:13][C:14]=1[F:15])[C:9]([OH:11])=[O:10].[Br:17]Br>C(O)(=O)C.O.[N+]([O-])([O-])=O.[Ag+]>[Br:17][C:13]1[C:14]([F:15])=[C:6]([Cl:5])[C:7]([F:16])=[C:8]([CH:12]=1)[C:9]([OH:11])=[O:10] |f:5.6|. Procedure details: In a mixture of 50 ml of acetic acid, 10 ml of water and 13 ml of nitric acid is dissolved 2 g (0.014 mole) of 3-chloro-2,4-difluorobenzoic acid and 3.64 ml (0.028 mole) of bromine. A solution of 3.52 g (0.0208 mole) of silver nitrate in 10 ml of water is then added slowly. After 14 hours at 20° C., the precipitate is filtered and rinsed with ether. The organic phase is washed with sodium bisulfite, then water and dried. Removal of the solvent affords the desired product. Starting materials: O (Water), C[O-].[Na+] (Sodium methoxide), BrCC1=CN=C(O1)C=1C=NC=CC1C(F)(F)F (5-bromomethyl-2-(4-trifluoromethyl-3-pyridyl)-oxazole), C(CC)S (n-propanethiol). The solvent is CO (methanol). Run at time 4 hour. Yields the product C(CC)SCC1=CN=C(O1)C=1C=NC=CC1C(F)(F)F (5-n-Propylthiomethyl-2-(4-trifluoromethyl-3-pyridyl)-oxazole). As a reaction SMILES: C[O-].[Na+].Br[CH2:5][C:6]1[O:10][C:9]([C:11]2[CH:12]=[N:13][CH:14]=[CH:15][C:16]=2[C:17]([F:20])([F:19])[F:18])=[N:8][CH:7]=1.[CH2:21]([SH:24])[CH2:22][CH3:23].O>CO>[CH2:21]([S:24][CH2:5][C:6]1[O:10][C:9]([C:11]2[CH:12]=[N:13][CH:14]=[CH:15][C:16]=2[C:17]([F:20])([F:19])[F:18])=[N:8][CH:7]=1)[CH2:22][CH3:23] |f:0.1|. Procedure details: Sodium methoxide (130 μl, 30% in methanol) was added to a solution of 5-bromomethyl-2-(4-trifluoromethyl-3-pyridyl)-oxazole (160 mg) and n-propanethiol (60 μl), in methanol (7 ml), and the mixture was stirred at room temperature for 4 hours. Water (50 ml) was then added, and the mixture was extracted with ethyl acetate. The organic phase was washed with water, dried (MgSO4), filtered and concentrated. This gave the desired product in pure form as a pale yellow oil. Reactants: CC(=O)OCc1cccc(C(=O)N2CCOCC2)n1, CCO, [K+], [OH-]. Yields the product O=C(c1cccc(CO)n1)N1CCOCC1. Reaction SMILES: [C:1](=[O:2])([CH3:3])[O:4][CH2:5][c:6]1[n:7][c:8]([C:12](=[O:13])[N:14]2[CH2:15][CH2:16][O:17][CH2:18][CH2:19]2)[cH:9][cH:10][cH:11]1.[CH3:22][CH2:23][OH:24].[K+:21].[OH-:20]>>[OH:4][CH2:5][c:6]1[n:7][c:8]([C:12](=[O:13])[N:14]2[CH2:15][CH2:16][O:17][CH2:18][CH2:19]2)[cH:9][cH:10][cH:11]1. Starting materials: CSC1=NC=C(C=N1)C(=O)OCC (ethyl 2-methylthio-5-pyrimidinecarboxylate), C(CCCCCCCCCCCCCCC)N (hexadecylamine), CN(P(=O)(N(C)C)N(C)C)C (hexamethylphosphoramide). The solvent is O (water). Product: C(CCCCCCCCCCCCCCC)NC1=NC=C(C=N1)C(=O)OCC (ethyl 2-hexadecylamino-5-pyrimidinecarboxylate). Reaction SMILES: CS[C:3]1[N:8]=[CH:7][C:6]([C:9]([O:11][CH2:12][CH3:13])=[O:10])=[CH:5][N:4]=1.[CH2:14]([NH2:30])[CH2:15][CH2:16][CH2:17][CH2:18][CH2:19][CH2:20][CH2:21][CH2:22][CH2:23][CH2:24][CH2:25][CH2:26][CH2:27][CH2:28][CH3:29].CN(C)P(N(C)C)(N(C)C)=O>O>[CH2:14]([NH:30][C:3]1[N:8]=[CH:7][C:6]([C:9]([O:11][CH2:12][CH3:13])=[O:10])=[CH:5][N:4]=1)[CH2:15][CH2:16][CH2:17][CH2:18][CH2:19][CH2:20][CH2:21][CH2:22][CH2:23][CH2:24][CH2:25][CH2:26][CH2:27][CH2:28][CH3:29]. Procedure details: A mixture of 2.0 g of ethyl 2-methylthio-5-pyrimidinecarboxylate, 3.0 g. of hexadecylamine, and 20 ml. of hexamethylphosphoramide is heated at 110° C. for 10 hours, allowed to cool, and diluted with water. Filtration affords a solid which is crystallized from hexane to yield ethyl 2-hexadecylamino-5-pyrimidinecarboxylate as a tan solid.